From a dataset of the Open Reaction Database (ORD), a public repository of structured organic reaction records. describe an organic reaction: reactants, conditions, products, and yield Product: CCOC(=O)C(=Cc1ccc(C#N)cc1)C(C)=O. Starting materials: CCOC(=O)CC(C)=O, N#Cc1ccc(C=O)cc1, C1CCNCC1, Cc1ccccc1, Cc1ccc(S(=O)(=O)O)cc1. As a reaction SMILES: [C:11]([CH2:12][C:13](=[O:14])[CH3:15])(=[O:16])[O:17][CH2:18][CH3:19].[C:1](#[N:2])[c:3]1[cH:4][cH:5][c:6]([CH:7]=[O:8])[cH:9][cH:10]1.[CH2:20]1[CH2:21][CH2:22][NH:23][CH2:24][CH2:25]1.[CH3:37][c:38]1[cH:39][cH:40][cH:41][cH:42][cH:43]1.[c:26]1([CH3:27])[cH:28][cH:29][c:30]([S:31]([OH:32])(=[O:33])=[O:34])[cH:35][cH:36]1>>[C:1](#[N:2])[c:3]1[cH:4][cH:5][c:6]([CH:7]=[C:12]([C:11](=[O:16])[O:17][CH2:18][CH3:19])[C:13](=[O:14])[CH3:15])[cH:9][cH:10]1. The reactants are N#CCBr, O=C([O-])[O-], Cc1ccc(O)cc1[N+](=O)[O-], CCOC(C)=O, CCC(C)=O, [K+], [K+]. Product: Cc1ccc(OCC#N)cc1[N+](=O)[O-]. Reaction SMILES: [Br:12][CH2:13][C:14]#[N:15].[C:16](=[O:17])([O-:18])[O-:19].[CH3:1][c:2]1[c:3]([N+:9](=[O:10])[O-:11])[cH:4][c:5]([OH:8])[cH:6][cH:7]1.[CH3:22][CH2:23][O:24][C:25](=[O:26])[CH3:27].[CH3:28][C:29](=[O:30])[CH2:31][CH3:32].[K+:20].[K+:21]>>[CH3:1][c:2]1[c:3]([N+:9](=[O:10])[O-:11])[cH:4][c:5]([O:8][CH2:13][C:14]#[N:15])[cH:6][cH:7]1. Reactants: ClC1=CC=C(C=C1)C1=NC(=CC(=N1)O)C1=CC=CC=C1 (2-(4-chloro-phenyl)-6-phenyl-pyrimidin-4-ol), ClC1=CC=C(C=C1)C1=NC(=CC(=N1)O)C1=CC=CC=C1 (2-(4-chloro-phenyl)-6-phenyl-pyrimidin-4-ol), BrCC1=CC=C(C(=O)OC)C=C1 (methyl 4-(bromomethyl)benzoate). The product is ClC1=CC=C(C=C1)C1=NC(=CC(=N1)OCC1=CC=C(C(=O)O)C=C1)C1=CC=CC=C1 (4-({[2-(4-Chlorophenyl)-6-phenylpyrimidin-4-yl]oxy}methyl)benzoic acid). As a reaction SMILES: [Cl:1][C:2]1[CH:7]=[CH:6][C:5]([C:8]2[N:13]=[C:12]([OH:14])[CH:11]=[C:10]([C:15]3[CH:20]=[CH:19][CH:18]=[CH:17][CH:16]=3)[N:9]=2)=[CH:4][CH:3]=1.Br[CH2:22][C:23]1[CH:32]=[CH:31][C:26]([C:27]([O:29]C)=[O:28])=[CH:25][CH:24]=1>>[Cl:1][C:2]1[CH:3]=[CH:4][C:5]([C:8]2[N:13]=[C:12]([O:14][CH2:22][C:23]3[CH:32]=[CH:31][C:26]([C:27]([OH:29])=[O:28])=[CH:25][CH:24]=3)[CH:11]=[C:10]([C:15]3[CH:20]=[CH:19][CH:18]=[CH:17][CH:16]=3)[N:9]=2)=[CH:6][CH:7]=1. Procedure: The title compound was prepared from 2-(4-chloro-phenyl)-6-phenyl-pyrimidin-4-ol (which was obtained in Intermediate 1) and methyl 4-(bromomethyl)benzoate according to Method A and Method B; 1H NMR (DMSO-d6, 300 MHz) δ 5.61 (s, 2H), 7.26 (t, J=9.0 Hz, 2H), 7.45-7.70 (m, 8H), 8.25-8.35 (m, 2H), 8.55 (d, J=6.0 Hz, 2H); LC retention time 3.86 min; MS: m/z (ESI) 415 (M−H). Starting materials: [OH-].[Li+] (lithium hydroxide), BrC=1C=CC(=C(C(=O)OCC2=C(C=CC=C2)OC)C1)OCC1=C(C=CC=C1)OC ([2-(methyloxy)phenyl]methyl 5-bromo-2-({[2-(methyloxy)phenyl]methyl}oxy)benzoate). Run in O (water), C1CCOC1 (THF). Conditions: temperature 20 celsius, time 16 hour. The product is BrC=1C=CC(=C(C(=O)O)C1)OCC1=C(C=CC=C1)OC (5-Bromo-2-({[2-(methyloxy)phenyl]methyl}oxy)benzoic acid). Reaction SMILES: [OH-].[Li+].[Br:3][C:4]1[CH:5]=[CH:6][C:7]([O:22][CH2:23][C:24]2[CH:29]=[CH:28][CH:27]=[CH:26][C:25]=2[O:30][CH3:31])=[C:8]([CH:21]=1)[C:9]([O:11]CC1C=CC=CC=1OC)=[O:10]>O.C1COCC1>[Br:3][C:4]1[CH:5]=[CH:6][C:7]([O:22][CH2:23][C:24]2[CH:29]=[CH:28][CH:27]=[CH:26][C:25]=2[O:30][CH3:31])=[C:8]([CH:21]=1)[C:9]([OH:11])=[O:10] |f:0.1|. Procedure: A solution of lithium hydroxide (385 mg, 9.18 mmol) in water (20 ml) was added dropwise to a stirred solution of [2-(methyloxy)phenyl]methyl 5-bromo-2-({[2-(methyloxy)phenyl]methyl}oxy)benzoate (may be prepared as described in Description 31; 420 mg, 0.92 mmol) in THF (20 ml) over 5 min. The reaction mixture was stirred at 20° C. for 16 h. The organic phase was evaporated and the aqueous phase (20 ml) was extracted with ethyl acetate (20 ml). The aqueous phase (20 ml) was adjusted to pH 2 with 2... Starting materials: [Li+].[BH4-] (LiBH4), NC1=CC=C(C=C1)C=1C[C@H]2C(N(C3=C(C(N2C1)=O)C=C(C(=C3)OCCCOC3=CC1=C(C(N2[C@H](C(N1COCC[Si](C)(C)C)=O)CC(=C2)C2=CC=C(C=C2)OC)=O)C=C3OC)OC)COCC[Si](C)(C)C)=O ((S)-2-(4-aminophenyl)-7-methoxy-8-(3-((S)-7-methoxy-2-(4-methoxyphenyl)-5,11-dioxo-10((2-(trimethylsilyl)ethoxy)methyl)-5,10,11,11a-tetrahydro-1H-pyrrolo[2,1-c][1,4]benzodiazepin-8-yloxy)propoxy)-10((2-(trimethylsilyl)ethoxy)methyl)-1H-pyrrolo[2,1-c][1,4]benzodiazepine-5,11(10H,11aH)-dione), CCO (EtOH). Run in C1CCOC1 (THF). Run at time 10 minute. Product: aryl, NC1=CC=C(C=C1)C=1C[C@H]2C=NC3=C(C(N2C1)=O)C=C(C(=C3)OCCCOC3=CC1=C(C(N2[C@H](C=N1)CC(=C2)C2=CC=C(C=C2)OC)=O)C=C3OC)OC ((S)-2-(4-aminophenyl)-7-methoxy-8-(3-((S)-7-methoxy-2-(4-methoxyphenyl)-5-oxo-5,11a-dihydro-1H-pyrrolo[2,1-c][1,4]benzodiazepine-8-yloxy)propoxy)-1H-pyrrolo[2,1-c][1,4]benzodiazepine-5(11aH)-one). Yield: 60.7%. RXN SMILES: [Li+].[BH4-].[NH2:3][C:4]1[CH:9]=[CH:8][C:7]([C:10]2[CH2:11][C@@H:12]3[N:18]([CH:19]=2)[C:17](=[O:20])[C:16]2[CH:21]=[C:22]([O:64][CH3:65])[C:23]([O:25][CH2:26][CH2:27][CH2:28][O:29][C:30]4[C:61]([O:62][CH3:63])=[CH:60][C:33]5[C:34](=[O:59])[N:35]6[CH:50]=[C:49]([C:51]7[CH:56]=[CH:55][C:54]([O:57][CH3:58])=[CH:53][CH:52]=7)[CH2:48][C@H:36]6[C:37](=O)[N:38](COCC[Si](C)(C)C)[C:32]=5[CH:31]=4)=[CH:24][C:15]=2[N:14](COCC[Si](C)(C)C)[C:13]3=O)=[CH:6][CH:5]=1.CCO>C1COCC1>[NH2:3][C:4]1[CH:9]=[CH:8][C:7]([C:10]2[CH2:11][C@@H:12]3[N:18]([CH:19]=2)[C:17](=[O:20])[C:16]2[CH:21]=[C:22]([O:64][CH3:65])[C:23]([O:25][CH2:26][CH2:27][CH2:28][O:29][C:30]4[C:61]([O:62][CH3:63])=[CH:60][C:33]5[C:34](=[O:59])[N:35]6[CH:50]=[C:49]([C:51]7[CH:52]=[CH:53][C:54]([O:57][CH3:58])=[CH:55][CH:56]=7)[CH2:48][C@H:36]6[CH:37]=[N:38][C:32]=5[CH:31]=4)=[CH:24][C:15]=2[N:14]=[CH:13]3)=[CH:6][CH:5]=1 |f:0.1|. Reported procedure: Fresh LiBH4 (183 mg, 8.42 mmol) was added to a stirred solution of the SEM-dilactam 10 (428 mg, 0.42 mmol) in THF (5 mL) and EtOH (5 mL) at room temperature. After 10 minutes, delayed vigorous effervescence was observed requiring the reaction vessel to be placed in an ice bath. After removal of the ice bath the mixture was allowed to stir at room temperature for 1 hour. LC/MS analysis at this point revealed total consumption of starting material with very little mono-reduced product. The reactio...